describe an organic reaction: reactants, conditions, products, and yield From a dataset of the Open Reaction Database (ORD), a public repository of structured organic reaction records. Starting materials: CCOC(=O)C(=NOC1CCN(C)C1=O)c1csc(NC(c2ccccc2)(c2ccccc2)c2ccccc2)n1, CO, [Na+], [OH-]. Product: CN1CCC(ON=C(C(=O)O)c2csc(NC(c3ccccc3)(c3ccccc3)c3ccccc3)n2)C1=O. RXN SMILES: [C:1]([c:2]1[cH:3][cH:4][cH:5][cH:6][cH:7]1)([c:8]1[cH:9][cH:10][cH:11][cH:12][cH:13]1)([c:14]1[cH:15][cH:16][cH:17][cH:18][cH:19]1)[NH:20][c:21]1[s:22][cH:23][c:24]([C:26]([C:27](=[O:28])[O:29][CH2:30][CH3:31])=[N:32][O:33][CH:34]2[C:35](=[O:40])[N:36]([CH3:39])[CH2:37][CH2:38]2)[n:25]1.[CH3:43][OH:44].[Na+:42].[OH-:41]>>[C:1]([c:2]1[cH:3][cH:4][cH:5][cH:6][cH:7]1)([c:8]1[cH:9][cH:10][cH:11][cH:12][cH:13]1)([c:14]1[cH:15][cH:16][cH:17][cH:18][cH:19]1)[NH:20][c:21]1[s:22][cH:23][c:24]([C:26]([C:27](=[O:28])[OH:29])=[N:32][O:33][CH:34]2[C:35](=[O:40])[N:36]([CH3:39])[CH2:37][CH2:38]2)[n:25]1. Starting materials: CCN(C(C)C)C(C)C, S=C(Cl)Cl, Cc1ccnc(Cl)c1N, ClCCl. The product is Cc1ccnc(Cl)c1N=C=S. RXN SMILES: [CH2:14]([N:15]([CH:16]([CH3:17])[CH3:18])[CH:19]([CH3:20])[CH3:21])[CH3:22].[Cl:10][C:11]([Cl:12])=[S:13].[Cl:1][c:2]1[n:3][cH:4][cH:5][c:6]([CH3:9])[c:7]1[NH2:8].[Cl:23][CH2:24][Cl:25]>>[Cl:1][c:2]1[n:3][cH:4][cH:5][c:6]([CH3:9])[c:7]1[N:8]=[C:11]=[S:13]. The reactants are Cc1ccc2c(Nc3ccc4c(c3)CCC4)ncnc2c1I, CNc1ncc2cc(B3OC(C)(C)C(C)(C)O3)ccc2n1, Cl, [Na+], [Na+], O=C([O-])[O-], C1COCCO1. Product: CNc1ncc2cc(-c3c(C)ccc4c(Nc5ccc6c(c5)CCC6)ncnc34)ccc2n1. RXN SMILES: [CH2:8]1[CH2:9][CH2:10][c:11]2[cH:12][c:13]([NH:17][c:18]3[n:19][cH:20][n:21][c:22]4[c:23]([I:29])[c:24]([CH3:28])[cH:25][cH:26][c:27]34)[cH:14][cH:15][c:16]21.[CH3:30][NH:31][c:32]1[n:33][c:34]2[cH:35][cH:36][c:37]([B:42]3[O:43][C:44]([CH3:45])([CH3:46])[C:47]([CH3:48])([CH3:49])[O:50]3)[cH:38][c:39]2[cH:40][n:41]1.[ClH:7].[Na+:1].[Na+:2].[O-:3][C:4](=[O:5])[O-:6].[O:51]1[CH2:52][CH2:53][O:54][CH2:55][CH2:56]1>>[CH2:8]1[CH2:9][CH2:10][c:11]2[cH:12][c:13]([NH:17][c:18]3[n:19][cH:20][n:21][c:22]4[c:23](-[c:37]5[cH:36][cH:35][c:34]6[n:33][c:32]([NH:31][CH3:30])[n:41][cH:40][c:39]6[cH:38]5)[c:24]([CH3:28])[cH:25][cH:26][c:27]34)[cH:14][cH:15][c:16]21. Reactants: COC1=CC=C(C=C1)C1(OCC(CO1)(C)C)CSCC(=O)OCC (Ethyl ({[2-(4-methoxyphenyl)-5,5-dimethyl-1,3-dioxan-2-yl]methyl}thio)acetate), [Li+].[OH-] (LiOH). Run in O (Water), O (water). Conditions: temperature 0 celsius, time 90 minute. Yields the product COC1=CC=C(C=C1)C1(OCC(CO1)(C)C)CSCC(=O)O (({[2-(4-Methoxyphenyl)-5,5-dimethyl-1,3-dioxan-2-yl]methyl}thio)acetic acid). Yield: 98.5%. As a reaction SMILES: [CH3:1][O:2][C:3]1[CH:8]=[CH:7][C:6]([C:9]2([CH2:17][S:18][CH2:19][C:20]([O:22]CC)=[O:21])[O:14][CH2:13][C:12]([CH3:16])([CH3:15])[CH2:11][O:10]2)=[CH:5][CH:4]=1.[Li+].[OH-]>O>[CH3:1][O:2][C:3]1[CH:8]=[CH:7][C:6]([C:9]2([CH2:17][S:18][CH2:19][C:20]([OH:22])=[O:21])[O:14][CH2:13][C:12]([CH3:16])([CH3:15])[CH2:11][O:10]2)=[CH:5][CH:4]=1 |f:1.2|. Reported procedure: Ethyl ({[2-(4-methoxyphenyl)-5,5-dimethyl-1,3-dioxan-2-yl]methyl}thio)acetate (5.95 g, 16.8 mmol) was dissolved in THP (75 ml) and cooled to 0° C. LiOH (2.11 g, 50.4 mmol) in water (40 ml) was added and the mixture was stirred for 90 minutes. Water was added and the mixture was extracted twice with diethyl ether. The aqueous layer was acidified using 2M HCl until pH=4 and extracted twice with CH2Cl2. The combined CH2Cl2 layers were dried (Na2SO4) and concentrated under reduced pressure to afford... Reactants: CC(=O)OC(=O)C (Ac2O), C(=O)(O)[O-].[Na+] (NaHCO3), ClC=1C=CC2=C(OC3(CCN(CC3)C(C3=CC(=C(C=C3)C(F)(F)F)OC)=O)C=3N2C(=CC3)C=O)C1 (7-chloro-1′-(3-methoxy-4-(trifluoromethyl)benzoyl)spiro-[benzo[b]pyrrolo[1,2-d][1,4]oxazine-4,4′-piperidine]-1-carbaldehyde), Cl.NO (hydroxylamine hydrochloride), C(C)(=O)[O-].[Na+] (sodium acetate). Solvent: ClCCl (dichloromethane), O (water), C(C)O (ethanol), O (water). Conditions: temperature 95 celsius. Yields the product ClC=1C=CC2=C(OC3(CCN(CC3)C(C3=CC(=C(C=C3)C(F)(F)F)OC)=O)C=3N2C(=CC3)C#N)C1 (7-chloro-1′-(3-methoxy-4-(trifluoromethyl)benzoyl)spiro[benzo-[b]pyrrolo[1,2-d][1,4]oxazine-4,4′-piperidine]-1-carbonitrile). Reaction SMILES: [Cl:1][C:2]1[CH:3]=[CH:4][C:5]2[N:29]3[C:30]([CH:33]=O)=[CH:31][CH:32]=[C:28]3[C:8]3([CH2:13][CH2:12][N:11]([C:14](=[O:27])[C:15]4[CH:20]=[CH:19][C:18]([C:21]([F:24])([F:23])[F:22])=[C:17]([O:25][CH3:26])[CH:16]=4)[CH2:10][CH2:9]3)[O:7][C:6]=2[CH:35]=1.Cl.[NH2:37]O.C([O-])(=O)C.[Na+].CC(OC(C)=O)=O.C([O-])(O)=O.[Na+]>C(O)C.O.ClCCl>[Cl:1][C:2]1[CH:3]=[CH:4][C:5]2[N:29]3[C:30]([C:33]#[N:37])=[CH:31][CH:32]=[C:28]3[C:8]3([CH2:9][CH2:10][N:11]([C:14](=[O:27])[C:15]4[CH:20]=[CH:19][C:18]([C:21]([F:24])([F:23])[F:22])=[C:17]([O:25][CH3:26])[CH:16]=4)[CH2:12][CH2:13]3)[O:7][C:6]=2[CH:35]=1 |f:1.2,3.4,6.7|. Reported procedure: To a solution of 7-chloro-1′-(3-methoxy-4-(trifluoromethyl)benzoyl)spiro-[benzo[b]pyrrolo[1,2-d][1,4]oxazine-4,4′-piperidine]-1-carbaldehyde (310 mg, 0.61 mmol) in ethanol (1.5 mL) was added an aqueous solution of hydroxylamine hydrochloride (190 mg, 2.7 mmol) and sodium acetate (380 mg, 4.6 mmol) in water (1.5 mL). The mixture was heated at 95° C. for 2 hours. The reaction mixture was cooled to 25° C., water was added and the white precipitate that formed was collected by filtration, washed tho... The reactants are O (water), S(=O)(=O)(OC)OC (dimethyl sulfate), [OH-].[Na+] (sodium hydroxide), C(C)OC1OC2=CC(=CC=C2CC1)O (2-ethoxy-7-hydroxychroman). The solvent is CO (methanol). Conditions: time 1 hour. The product is C(C)OC1OC2=CC(=CC=C2CC1)OC (2-ethoxy-7-methoxychroman). The yield is 94.1%. Reaction SMILES: [CH2:1]([O:3][CH:4]1[CH2:13][CH2:12][C:11]2[C:6](=[CH:7][C:8]([OH:14])=[CH:9][CH:10]=2)[O:5]1)[CH3:2].S(OC)(O[CH3:19])(=O)=O.[OH-].[Na+].O>CO>[CH2:1]([O:3][CH:4]1[CH2:13][CH2:12][C:11]2[C:6](=[CH:7][C:8]([O:14][CH3:19])=[CH:9][CH:10]=2)[O:5]1)[CH3:2] |f:2.3|. Reported procedure: The above-obtained 2-ethoxy-7-hydroxychroman (10.9 g) was dissolved in 60 ml of methanol, and 10.6 g of dimethyl sulfate and 13.5 g of a 25% sodium hydroxide aqueous solution were added thereto at room temperature. The mixture was stirred at this temperature for 1 hour. After 30 ml of water was added thereto, the methanol was removed by distillation in vacuo, and the residue was extracted twice with 50 ml of toluene. The toluene layer was washed with water, and the toluene was removed by distill... The reactants are C(=O)(OCC1=CC=CC=C1)N[C@@H](CC1=CC=CC=C1)C(=O)O (N-carbobenzoxy-L-phenylalanine), C(C)(C)(C)OC([C@H]1NCCC1)=O (L-proline tert.-butyl ester), resultant mixture, C1(CCCCC1)N=C=NC1CCCCC1 (dicyclohexylcarbodiimide). Solvent: C(Cl)Cl (methylene chloride), C(C)OCC (diethyl ether), C(C)OCC (diethyl ether), C(C)OCC (diethyl ether), C(Cl)Cl (methylene chloride). Yields the product C(C)(C)(C)OC([C@H]1N(CCC1)C([C@@H](NC(=O)OCC1=CC=CC=C1)CC1=CC=CC=C1)=O)=O (N-carbobenzoxy-L-phenylalanyl-L-proline tert.-butyl ester). Reaction SMILES: [C:1]([NH:11][C@H:12]([C:20]([OH:22])=O)[CH2:13][C:14]1[CH:19]=[CH:18][CH:17]=[CH:16][CH:15]=1)([O:3][CH2:4][C:5]1[CH:10]=[CH:9][CH:8]=[CH:7][CH:6]=1)=[O:2].[C:23]([O:27][C:28](=[O:34])[C@@H:29]1[CH2:33][CH2:32][CH2:31][NH:30]1)([CH3:26])([CH3:25])[CH3:24].C1(N=C=NC2CCCCC2)CCCCC1>C(Cl)Cl.C(OCC)C>[C:23]([O:27][C:28](=[O:34])[C@@H:29]1[CH2:33][CH2:32][CH2:31][N:30]1[C:20](=[O:22])[C@H:12]([CH2:13][C:14]1[CH:15]=[CH:16][CH:17]=[CH:18][CH:19]=1)[NH:11][C:1]([O:3][CH2:4][C:5]1[CH:6]=[CH:7][CH:8]=[CH:9][CH:10]=1)=[O:2])([CH3:26])([CH3:24])[CH3:25]. Procedure details: 157 g of N-carbobenzoxy-L-phenylalanine in 500 ml methylene chloride and 300 ml absolute diethyl ether is treated at 15°-18° C. with 85.5 g L-proline tert.-butyl ester in 100 ml diethyl ether over 5 minutes, and then with 114 g of dicyclohexylcarbodiimide in 150 ml of diethyl ether over 15 minutes, both additions being at such a rate that the reaction mixture temperature does not rise above 18° C. The resultant mixture is stirred for a further hour at room temperature, and filtered, the solid re...